describe an organic reaction: reactants, conditions, products, and yield From a dataset of the Open Reaction Database (ORD), a public repository of structured organic reaction records. Reactants: ClCC1=NC(=CC=C1)SC(C)C (2-Chloromethyl-6-isopropylsulfanyl-pyridine), C(C)OC(C(CC1=CC=C(C=C1)O)(C)C)=O (3-(4-hydroxy-phenyl)-2,2-dimethyl-propionic acid ethyl ester). Yields the product C(C)(C)SC1=CC=CC(=N1)COC1=CC=C(C=C1)CC(C(=O)O)(C)C (3-[4-(6-isopropylsulfanyl-pyridin-2-ylmethoxy)-phenyl]-2,2-dimethyl-propionic acid). The yield is 81.5%. RXN SMILES: Cl[CH2:2][C:3]1[CH:8]=[CH:7][CH:6]=[C:5]([S:9][CH:10]([CH3:12])[CH3:11])[N:4]=1.C([O:15][C:16](=[O:28])[C:17]([CH3:27])([CH3:26])[CH2:18][C:19]1[CH:24]=[CH:23][C:22]([OH:25])=[CH:21][CH:20]=1)C>>[CH:10]([S:9][C:5]1[N:4]=[C:3]([CH2:2][O:25][C:22]2[CH:21]=[CH:20][C:19]([CH2:18][C:17]([CH3:27])([CH3:26])[C:16]([OH:28])=[O:15])=[CH:24][CH:23]=2)[CH:8]=[CH:7][CH:6]=1)([CH3:12])[CH3:11]. Procedure: 2-Chloromethyl-6-isopropylsulfanyl-pyridine (0.02 g, 0.099 mmol) obtained in Step C of Preparation Example 16 and 3-(4-hydroxy-phenyl)-2,2-dimethyl-propionic acid ethyl ester (0.022 g, 0.099 mmol) obtained in Step D of Preparation Example 39 were used to react sequentially in the same manner as in Steps A and B of Example 1 to obtain the title compound (0.029 g, 81%).